Task: describe an organic reaction: reactants, conditions, products, and yield. Dataset: the Open Reaction Database (ORD), a public repository of structured organic reaction records Reactants: N[C@@H](CCC(N)=O)C(=O)O (L-(+)-glutamine), C(C1=CC=CC=C1)N=C=O (benzyl isocyanate). Product: C(C1=CC=CC=C1)NC(=O)N[C@@H](CCC(N)=O)C(=O)O (N2-[(benzylamino)carbonyl]-L-glutamine). Yield: 67.9%. RXN SMILES: [NH2:1][C@H:2]([C:8]([OH:10])=[O:9])[CH2:3][CH2:4][C:5](=[O:7])[NH2:6].[CH2:11]([N:18]=[C:19]=[O:20])[C:12]1[CH:17]=[CH:16][CH:15]=[CH:14][CH:13]=1>>[CH2:11]([NH:18][C:19]([NH:1][C@H:2]([C:8]([OH:10])=[O:9])[CH2:3][CH2:4][C:5](=[O:7])[NH2:6])=[O:20])[C:12]1[CH:17]=[CH:16][CH:15]=[CH:14][CH:13]=1. Reported procedure: Preparation from L-(+)-glutamine (5.39 g, 36.9 mmol) and benzyl isocyanate (4.96 g, 36.9 mmol) (final pH value after 24 h stirring: 8-9) gave N2-[(benzylamino)carbonyl]-L-glutamine (7.0 g, 68%, white solid).